From a dataset of the Open Reaction Database (ORD), a public repository of structured organic reaction records. describe an organic reaction: reactants, conditions, products, and yield Reactants: [Si](C)(C)(C(C)(C)C)OC[C@H]1N(CC(C=C1C)=O)C(=O)OC(C)(C)C ((S)-tert-butyl 2-((tert-butyldimethylsilyloxy)methyl)-3-methyl-5-oxo-5,6-dihydropyridine-1(2H)-carboxylate), [Si](C)(C)(C(C)(C)C)OC[C@@H]1C(C=C(CN1C(=O)OC(C)(C)C)O[Si](C)(C)C)C(C)C ((6S)-tert-butyl 6-((tert-butyldimethylsilyloxy)methyl)-5-isopropyl-3-(trimethylsilyloxy)-5,6-dihydropyridine-1(2H)-carboxylate), [Si](C)(C)(C(C)(C)C)OC[C@@H]1C(C=C(CN1C(=O)OC(C)(C)C)O[Si](C)(C)C)C(C)C ((6S)-tert-butyl 6-((tert-butyldimethylsilyloxy)methyl)-5-isopropyl-3-(trimethylsilyloxy)-5,6-dihydropyridine-1(2H)-carboxylate). Yields the product [Si](C)(C)(C(C)(C)C)OC[C@H]1N(CC(C=C1C(C)C)=O)C(=O)OC(C)(C)C ((S)-tert-butyl 2-((tert-butyldimethylsilyloxy)methyl)-3-isopropyl-5-oxo-5,6-dihydropyridine-1(2H)-carboxylate). The yield is 14.3%. Reaction SMILES: [Si](OC[C@@H]1C(C)=CC(=O)CN1C(OC(C)(C)C)=O)(C(C)(C)C)(C)C.[Si:25]([O:32][CH2:33][C@H:34]1[N:39]([C:40]([O:42][C:43]([CH3:46])([CH3:45])[CH3:44])=[O:41])[CH2:38][C:37]([O:47][Si](C)(C)C)=[CH:36][CH:35]1[CH:52]([CH3:54])[CH3:53])([C:28]([CH3:31])([CH3:30])[CH3:29])([CH3:27])[CH3:26]>>[Si:25]([O:32][CH2:33][C@@H:34]1[C:35]([CH:52]([CH3:54])[CH3:53])=[CH:36][C:37](=[O:47])[CH2:38][N:39]1[C:40]([O:42][C:43]([CH3:45])([CH3:44])[CH3:46])=[O:41])([C:28]([CH3:29])([CH3:30])[CH3:31])([CH3:27])[CH3:26]. Procedure details: (S)-tert-butyl 2-((tert-butyldimethylsilyloxy)methyl)-3-isopropyl-5-oxo-5,6-dihydropyridine-1(2H)-carboxylate (804 mg, 14.32%) (over two steps) was prepared as described in Intermediate 78 as a yellow oil, using (6S)-tert-butyl 6-((tert-butyldimethylsilyloxy)methyl)-5-isopropyl-3-(trimethylsilyloxy)-5,6-dihydropyridine-1(2H)-carboxylate (Intermediate 88, theoretically 6.7 g, 14.64 mmol). The reactants are c1ccc(CN2CCOCCOCCOCC2)cc1, CCO, [H][H]. Product: C1COCCOCCOCCN1. RXN SMILES: [CH2:1]([c:2]1[cH:3][cH:4][cH:5][cH:6][cH:7]1)[N:8]1[CH2:9][CH2:10][O:11][CH2:12][CH2:13][O:14][CH2:15][CH2:16][O:17][CH2:18][CH2:19]1.[CH3:20][CH2:21][OH:22].[H:23][H:24]>>[NH:8]1[CH2:9][CH2:10][O:11][CH2:12][CH2:13][O:14][CH2:15][CH2:16][O:17][CH2:18][CH2:19]1. The reactants are ClC1=NC(=CC2=C1C=CS2)C (4-chloro-6-methylthieno[3,2-c]pyridine), COC1=CC=C(CN)C=C1 (4-methoxybenzylamine). The solvent is C(Cl)(Cl)Cl (chloroform). Run at temperature 170 celsius, time 4 hour. Product: COC1=CC=C(CNC2=NC(=CC3=C2C=CS3)C)C=C1 (4-(4-Methoxybenzyl)amino-6-methylthieno[3,2-c]pyridine). As a reaction SMILES: Cl[C:2]1[C:7]2[CH:8]=[CH:9][S:10][C:6]=2[CH:5]=[C:4]([CH3:11])[N:3]=1.[CH3:12][O:13][C:14]1[CH:21]=[CH:20][C:17]([CH2:18][NH2:19])=[CH:16][CH:15]=1>C(Cl)(Cl)Cl>[CH3:12][O:13][C:14]1[CH:21]=[CH:20][C:17]([CH2:18][NH:19][C:2]2[C:7]3[CH:8]=[CH:9][S:10][C:6]=3[CH:5]=[C:4]([CH3:11])[N:3]=2)=[CH:16][CH:15]=1. Procedure: A mixture of 7.0 g of 4-chloro-6-methylthieno[3,2-c]pyridine and 28 ml of 4-methoxybenzylamine was stirred at 170° C. for 4 hours. After being cooled, the reaction mixture was diluted with 400 ml of chloroform, washed with water and saturated saline, dried over anhydrous magnesium sulfate. The drying agent was removed by filtration, and the solvent was removed under reduced pressure. The residue was purified by column chromatography on silica gel to give 10 g of the title compound as a yellow oi... The reactants are F[C@@H]1CCN(CC[C@@H]1OS(=O)(=O)C1=CC=C(C=C1)[N+](=O)[O-])C(=O)OC(C)(C)C (cis-tert-butyl 4-fluoro-5-(4-nitrophenylsulfonyloxy)azepane-1-carboxylate), OC=1C=CC=C2C=CC(=NC12)C1=NN=C2N1C=C(C=C2)C#N (3-(8-hydroxyquinolin-2-yl)-[1,2,4]triazolo[4,3-a]pyridine-6-carbonitrile). Product: C(#N)C=1C=CC=2N(C1)C(=NN2)C2=NC1=C(C=CC=C1C=C2)O[C@@H]2CCN(CC[C@H]2F)C(=O)OC(C)(C)C ((trans)-tert-butyl 4-(2-(6-cyano-[1,2,4]triazolo[4,3-a]pyridin-3-yl)quinolin-8-yloxy)-5-fluoroazepane-1-carboxylate). RXN SMILES: [F:1][C@H:2]1[C@@H:8]([O:9]S(C2C=CC([N+]([O-])=O)=CC=2)(=O)=O)[CH2:7][CH2:6][N:5]([C:22]([O:24][C:25]([CH3:28])([CH3:27])[CH3:26])=[O:23])[CH2:4][CH2:3]1.O[C:30]1[CH:31]=[CH:32][CH:33]=[C:34]2[C:39]=1[N:38]=[C:37]([C:40]1[N:44]3[CH:45]=[C:46]([C:49]#[N:50])[CH:47]=[CH:48][C:43]3=[N:42][N:41]=1)[CH:36]=[CH:35]2>>[C:49]([C:46]1[CH:47]=[CH:48][C:43]2[N:44]([C:40]([C:37]3[CH:36]=[CH:35][C:34]4[C:39](=[C:30]([O:9][C@H:8]5[C@H:2]([F:1])[CH2:3][CH2:4][N:5]([C:22]([O:24][C:25]([CH3:26])([CH3:27])[CH3:28])=[O:23])[CH2:6][CH2:7]5)[CH:31]=[CH:32][CH:33]=4)[N:38]=3)=[N:41][N:42]=2)[CH:45]=1)#[N:50]. Reported procedure: Prepared according to the method of Example 90, using cis-tert-butyl 4-fluoro-5-(4-nitrophenylsulfonyloxy)azepane-1-carboxylate in place of trans-tert-butyl 4-fluoro-5-(4-nitrophenylsulfonyloxy)azepane-1-carboxylate and 3-(8-hydroxyquinolin-2-yl)-[1,2,4]triazolo[4,3-a]pyridine-6-carbonitrile in place of 2-([1,2,4]triazolo[4,3-a]pyridin-3-yl)-6-fluoroquinolin-8-ol in Step C and running the reaction at 50° C. Reactants: COC(C(C(=O)OC)(O)C1=CC(=C(C=C1)Cl)Cl)=O (3,4-dichlorophenylhydroxymalonic acid dimethyl ester), CO (methanol), CN (methylamine). The product is CN(C(C(C(=O)O)(O)C1=CC(=C(C=C1)Cl)Cl)=O)C (3,4-dichlorophenylhydroxymalonic acid dimethylamide). RXN SMILES: C[O:2][C:3](=[O:18])[C:4]([C:10]1[CH:15]=[CH:14][C:13]([Cl:16])=[C:12]([Cl:17])[CH:11]=1)([OH:9])[C:5](OC)=[O:6].[CH3:19][NH2:20].[CH3:21]O>>[CH3:19][N:20]([CH3:21])[C:5](=[O:6])[C:4]([C:10]1[CH:15]=[CH:14][C:13]([Cl:16])=[C:12]([Cl:17])[CH:11]=1)([OH:9])[C:3]([OH:2])=[O:18]. Procedure details: 14.7 g of 3,4-dichlorophenylhydroxymalonic acid dimethyl ester were dissolved in 100 ml of methanol, and methylamine was passed in at 60° C. for 1 hour. The mixture was concentrated completely and the crystalline residue was recrystallised from 100 ml of ethanol. 12 g of 3,4-dichlorophenylhydroxymalonic acid dimethylamide (melting point=158°-160° C.) were obtained.